Dataset: the Open Reaction Database (ORD), a public repository of structured organic reaction records. Task: describe an organic reaction: reactants, conditions, products, and yield Starting materials: N1=CC=CC=2C1=C1N=C3C(=CC=CC3=NC1=CC2)C(=O)O (pyrido[2,3-α]phenazine-11-carboxylic acid), CN(CCN)C (N,N-dimethylethylenediamine). Yields the product CN(CCNC(=O)C1=CC=CC2=NC3=CC=C4C(=C3N=C12)N=CC=C4)C (Pyrido[2,3-α]phenazine-11-carboxylic acid (2-dimethylamino-ethyl)-amide). As a reaction SMILES: [N:1]1[C:6]2=[C:7]3[C:16](=[CH:17][CH:18]=[C:5]2[CH:4]=[CH:3][CH:2]=1)[N:15]=[C:14]1[C:9]([C:10]([C:19](O)=[O:20])=[CH:11][CH:12]=[CH:13]1)=[N:8]3.[CH3:22][N:23]([CH3:27])[CH2:24][CH2:25][NH2:26]>>[CH3:22][N:23]([CH3:27])[CH2:24][CH2:25][NH:26][C:19]([C:10]1[C:9]2[C:14](=[N:15][C:16]3[C:7]([N:8]=2)=[C:6]2[N:1]=[CH:2][CH:3]=[CH:4][C:5]2=[CH:18][CH:17]=3)[CH:13]=[CH:12][CH:11]=1)=[O:20]. Procedure details: Pyrido[2,3-α]phenazine-11-carboxylic acid (2-dimethylamino-ethyl)-amide was prepared from pyrido[2,3-α]phenazine-11-carboxylic acid (II.1) and N,N-dimethylethylenediamine The reactants are OC=1C=C(C=CC1)C1(CCNCC1)CCC (4-(3-hydroxyphenyl)-4-n-propylpiperidine), C(O)([O-])=O.[Na+] (sodium hydrogen carbonate), BrCCCCCC (1-bromohexane). Run in CN(C=O)C (N,N-dimethylformamide), O (water). Run at temperature 100 celsius. The product is N (ammonia), C(CCCCC)N1CCC(CC1)(CCC)C1=CC(=CC=C1)O (N-Hexyl-4-(3-hydroxyphenyl)-4-n-propylpiperidine). Yield: 154.2%. RXN SMILES: [OH:1][C:2]1[CH:3]=[C:4]([C:8]2([CH2:14][CH2:15][CH3:16])[CH2:13][CH2:12][NH:11][CH2:10][CH2:9]2)[CH:5]=[CH:6][CH:7]=1.C(=O)([O-])O.[Na+].Br[CH2:23][CH2:24][CH2:25][CH2:26][CH2:27][CH3:28]>CN(C)C=O.O>[NH3:11].[CH2:23]([N:11]1[CH2:12][CH2:13][C:8]([C:4]2[CH:5]=[CH:6][CH:7]=[C:2]([OH:1])[CH:3]=2)([CH2:14][CH2:15][CH3:16])[CH2:9][CH2:10]1)[CH2:24][CH2:25][CH2:26][CH2:27][CH3:28] |f:1.2|. Reported procedure: To 4-(3-hydroxyphenyl)-4-n-propylpiperidine (Preparation 67, 1.10 g, 5.0 mmol) in N,N-dimethylformamide (25 ml) was added sodium hydrogen carbonate (462 mg, 5.5 mmol) and 1-bromohexane (0.77 ml, 5.5 mmol). The reaction mixture was heated at 100° C. for 3 h 30 min and then allowed to cool to room temperature. The mixture was diluted with water (25 ml) and extracted with dichloromethane (3×25 ml). The combined extracts were washed with water (20 ml), dried (MgSO4) and concentrated in vacuo. The re... The reactants are three, CN(C)C (trimethylamine), C[Si](Cl)(C)C (trimethylchlorosilane), CC(=O)OCC1=C2C=CC=CC2=C(C3=CC=CC=C31)COC(=O)C (acetic), anhydride, C[Si](Cl)(C)C (trimethylchlorosilane), O.O.C1(=CC=C(C=C1)S(=O)(=O)O)C.NC1[C@@H]2N(C(=C(CS2)COC(C)=O)C(=O)O)C1=O (7-amino-3-acetoxymethylceph-3-em-4-carboxylic acid toluene-p-sulphonate dihydrate), CC(=O)OCC1=C2C=CC=CC2=C(C3=CC=CC=C31)COC(=O)C (acetic), anhydride, C[Si](Cl)(C)C (trimethylchlorosilane). Run in O (Water), C(C)N(CC)CC (triethylamine), C(C)N(CC)CC (triethylamine), C1CCOC1 (THF). Conditions: time 2.5 hour. Product: C(C)(=O)OCC=1CS[C@H]2N(C1C(=O)O)C(C2NC=O)=O (3-acetoxymethyl-7-formylaminoceph-3-em-4-carboxylic acid). Reaction SMILES: O.O.C1(C)C=CC(S(O)(=O)=O)=CC=1.[NH2:14][CH:15]1[C:30](=[O:31])[N:17]2[C:18]([C:27]([OH:29])=[O:28])=[C:19]([CH2:22][O:23][C:24](=[O:26])[CH3:25])[CH2:20][S:21][C@H:16]12.C[Si](C)(C)Cl.C[C:38](OCC1C2C(=CC=CC=2)C(COC(C)=O)=C2C=1C=CC=C2)=[O:39].CN(C)C>C1COCC1.O.C(N(CC)CC)C>[C:24]([O:23][CH2:22][C:19]1[CH2:20][S:21][C@@H:16]2[CH:15]([NH:14][CH:38]=[O:39])[C:30](=[O:31])[N:17]2[C:18]=1[C:27]([OH:29])=[O:28])(=[O:26])[CH3:25] |f:0.1.2.3|. Reported procedure: To a stirred suspension of 7-amino-3-acetoxymethylceph-3-em-4-carboxylic acid toluene-p-sulphonate dihydrate (19.2 g., 40 mmole) in anhydrous THF (500 ml.) under nitrogen in a 1 liter flask was added triethylamine (dried over potassium, 27.76 ml., 200 mmole) then trimethylchlorosilane (20.18 ml., 17.36 g., 160 mmole) while maintaining the temperature at 20° with a cooling bath. After 30 minutes a further 10% of triethylamine and 10% of trimethylchlorosilane were added and the reaction mixture wa... The reactants are C1=CC2=C(C=C1N=C=S)C(=O)OC23C4=C(C=C(C=C4)O)OC5=C3C=CC(=C5)O (Fluorescein isothiocyanate), [OH-].[Na+] (NaOH), C1=CC2=C(C=C1N=C=S)C(=O)OC23C4=C(C=C(C=C4)O)OC5=C3C=CC(=C5)O (FITC), [OH-].[Na+] (NaOH). Run in CN(C=O)C (dimethylformamide), O (water). Reaction conditions: time 24 hour. Product: C=1C=CC(=C(C1)C2=C3C=CC(=O)C=C3OC4=C2C=CC(=C4)O)C(=O)O (fluorescein). Reaction SMILES: [OH-].[Na+].[CH:3]1[C:8](N=C=S)=[CH:7][C:6]2[C:12]([O:14][C:15]3([C:25]4[CH:26]=[CH:27][C:28]([OH:30])=[CH:29][C:24]=4[O:23][C:17]4[CH:18]=[C:19]([OH:22])[CH:20]=[CH:21][C:16]3=4)[C:5]=2[CH:4]=1)=[O:13]>O.CN(C)C=O>[CH:3]1[CH:8]=[CH:7][C:6]([C:12]([OH:14])=[O:13])=[C:5]([C:15]2[C:16]3[CH:21]=[CH:20][C:19]([OH:22])=[CH:18][C:17]=3[O:23][C:24]3[C:25]=2[CH:26]=[CH:27][C:28]([CH:29]=3)=[O:30])[CH:4]=1 |f:0.1|. Reported procedure: Bovine serum albumin (100 mg) was dissolved in distilled water (2.0 ml) and the mixture was adjusted to a pH of 9 with 1N NaOH. Fluorescein isothiocyanate (FITC, 100 mg) in dimethylformamide (1.0 ml) was added by drops with stirring while maintaining the pH at 9 by addition of 1N NaOH. After all of the FITC was added, the mixture was stirred at room temperature for two hours. The solution was then dialysed in a cellulose dialyzing tube (MW 12,000-14,000) against 10 mM phosphate buffer (1.0 liter... Reactants: [N+](=O)([O-])C=1C=C(C(=O)OCC)C=CC1N1CCCCC1 (Ethyl 3-nitro-4-piperidin-1-ylbenzoate). The reagents and catalysts are [Pd] (palladium). The solvent is CO (methanol). Reaction conditions: time 8 hour. Yields the product NC=1C=C(C(=O)OCC)C=CC1N1CCCCC1 (Ethyl 3-amino-4-piperidin-1-ylbenzoate). Isolated yield 88.0%. RXN SMILES: [N+:1]([C:4]1[CH:5]=[C:6]([CH:12]=[CH:13][C:14]=1[N:15]1[CH2:20][CH2:19][CH2:18][CH2:17][CH2:16]1)[C:7]([O:9][CH2:10][CH3:11])=[O:8])([O-])=O>CO.[Pd]>[NH2:1][C:4]1[CH:5]=[C:6]([CH:12]=[CH:13][C:14]=1[N:15]1[CH2:20][CH2:19][CH2:18][CH2:17][CH2:16]1)[C:7]([O:9][CH2:10][CH3:11])=[O:8]. Procedure: Ethyl 3-nitro-4-piperidin-1-ylbenzoate (2.83 g, 10.2 mmol) prepared in the Step 3-1-1 was dissolved in methanol (50 ml), and palladium 5% on carbon (500 mg) was added to the solution. The mixture was stirred under a hydrogen flow at a room temperature overnight. The mixture was filtered, and the filtrate was concentrated to give the title compound (2.23 g, 90%) as a blackish-red solid. RXN SMILES: [Br:30][CH2:31][c:32]1[cH:33][cH:34][cH:35][cH:36][cH:37]1.[C:24](=[O:25])([O-:26])[O-:27].[CH3:39][C:40](=[O:41])[CH3:42].[K+:28].[K+:29].[OH2:38].[OH:1][c:2]1[cH:3][cH:4][c:5]([C:8]2([CH3:23])[CH2:9][O:10][c:11]3[cH:12][c:13]([O:19][CH2:20][O:21][CH3:22])[cH:14][cH:15][c:16]3[C:17]2=[O:18])[cH:6][cH:7]1>>[O:1]([c:2]1[cH:3][cH:4][c:5]([C:8]2([CH3:23])[CH2:9][O:10][c:11]3[cH:12][c:13]([O:19][CH2:20][O:21][CH3:22])[cH:14][cH:15][c:16]3[C:17]2=[O:18])[cH:6][cH:7]1)[CH2:31][c:32]1[cH:33][cH:34][cH:35][cH:36][cH:37]1. Starting materials: BrCc1ccccc1, O=C([O-])[O-], CC(C)=O, [K+], [K+], O, COCOc1ccc2c(c1)OCC(C)(c1ccc(O)cc1)C2=O. Product: COCOc1ccc2c(c1)OCC(C)(c1ccc(OCc3ccccc3)cc1)C2=O. Starting materials: C1CCC2=NCCCN2CC1, O=C(Nc1cccc2cnccc12)C(Cl)(Cl)Cl, NCc1cccc(F)c1. Yields the product O=C(NCc1cccc(F)c1)Nc1cccc2cnccc12. Reaction SMILES: [CH2:27]1[CH2:28][CH2:29][C:30]2=[N:35][CH2:34][CH2:33][CH2:32][N:31]2[CH2:36][CH2:37]1.[Cl:10][C:11]([C:12](=[O:13])[NH:14][c:15]1[c:16]2[cH:17][cH:18][n:19][cH:20][c:21]2[cH:22][cH:23][cH:24]1)([Cl:25])[Cl:26].[F:1][c:2]1[cH:3][c:4]([CH2:5][NH2:6])[cH:7][cH:8][cH:9]1>>[F:1][c:2]1[cH:3][c:4]([CH2:5][NH:6][C:12](=[O:13])[NH:14][c:15]2[c:16]3[cH:17][cH:18][n:19][cH:20][c:21]3[cH:22][cH:23][cH:24]2)[cH:7][cH:8][cH:9]1. The reactants are CON(C)C(=O)c1cccc(F)c1C1=CCN(C(=O)OC(C)(C)C)CC1, CCO. Yields the product CON(C)C(=O)c1cccc(F)c1C1CCN(C(=O)OC(C)(C)C)CC1. RXN SMILES: [CH3:1][O:2][N:3]([C:4](=[O:5])[c:6]1[c:7]([C:13]2=[CH:14][CH2:15][N:16]([C:19](=[O:20])[O:21][C:22]([CH3:23])([CH3:24])[CH3:25])[CH2:17][CH2:18]2)[c:8]([F:12])[cH:9][cH:10][cH:11]1)[CH3:26].[CH3:27][CH2:28][OH:29]>>[CH3:1][O:2][N:3]([C:4](=[O:5])[c:6]1[c:7]([CH:13]2[CH2:14][CH2:15][N:16]([C:19](=[O:20])[O:21][C:22]([CH3:23])([CH3:24])[CH3:25])[CH2:17][CH2:18]2)[c:8]([F:12])[cH:9][cH:10][cH:11]1)[CH3:26].